From a dataset of the Open Reaction Database (ORD), a public repository of structured organic reaction records. describe an organic reaction: reactants, conditions, products, and yield Reactants: OCC1=C(C=C(C(=O)O)C=C1)[N+](=O)[O-] (4-hydroxymethyl-3-nitrobenzoic acid), C1(=CC=C(C=C1)S(=O)(=O)O)C (p-toluenesulfonic acid). Solvent: C(C=C)O (Allyl alcohol). Product: OCC1=C(C=C(C(=O)OCC=C)C=C1)[N+](=O)[O-] (Allyl 4-(Hydroxymethyl)-3-Nitrobenzoate). As a reaction SMILES: [OH:1][CH2:2][C:3]1[CH:11]=[CH:10][C:6]([C:7]([OH:9])=[O:8])=[CH:5][C:4]=1[N+:12]([O-:14])=[O:13].[C:15]1(C)[CH:20]=CC(S(O)(=O)=O)=C[CH:16]=1>C(O)C=C>[OH:1][CH2:2][C:3]1[CH:11]=[CH:10][C:6]([C:7]([O:9][CH2:20][CH:15]=[CH2:16])=[O:8])=[CH:5][C:4]=1[N+:12]([O-:14])=[O:13]. Procedure: In a 100 mL round bottom flask was placed 4-hydroxymethyl-3-nitrobenzoic acid (1.97 g, 10 mmol). Allyl alcohol (20 mL) was added, followed by p-toluenesulfonic acid (0.190 g, 1 mmol). The mixture was heated to reflux for 24 hr., at which time all the volatiles were removed in vacuo. The residue was taken up in EtOAc and washed with sat'd KHCO3. The organic layer was dried over MgSO4 and concentrated to afford the title compound as a cream colored solid; 2.4 g (100%). Starting materials: C1(=CC=CC=C1)C=1C=C(NC1)C(=O)OCC (ethyl 4-phenyl-1H-pyrrole-2-carboxylate), [OH-].[Na+] (sodium hydroxide). The solvent is C(C)O (ethanol). The product is C1(=CC=CC=C1)C=1C=C(NC1)C(=O)O (4-phenyl-1H-pyrrole-2-carboxylic acid). Isolated yield 65.7%. RXN SMILES: [C:1]1([C:7]2[CH:8]=[C:9]([C:12]([O:14]CC)=[O:13])[NH:10][CH:11]=2)[CH:6]=[CH:5][CH:4]=[CH:3][CH:2]=1.[OH-].[Na+]>C(O)C>[C:1]1([C:7]2[CH:8]=[C:9]([C:12]([OH:14])=[O:13])[NH:10][CH:11]=2)[CH:2]=[CH:3][CH:4]=[CH:5][CH:6]=1 |f:1.2|. Procedure: A mixture of ethyl 4-phenyl-1H-pyrrole-2-carboxylate (700 mg, 3.25 mmol), aqueous sodium hydroxide (10% w/v, 10 mL) and ethanol (10 mL) were stirred at room temperature over night. The ethanol was evaporated in vacuo, then water (20 mL) was added and the organics were extracted with ethyl acetate (3×20 mL). The aqueous layer was acidified with 2N HCl (to pH 3) and extracted with ethyl acetate (3×20 mL). The combined organic layer was washed with water, brine (20 mL), dried over anhydrous sodium ... Reactants: FC(C(=O)O)(F)F (trifluoroacetic acid), C(C)(C)(C)OC(=O)NCCC(=O)OCC1=C(C=C(C(=C1)F)F)C=1C=C2C(=NC(=NC2=CC1)N)C(=O)N1CC2=CC=CC=C2C1 (2-[2-amino-4-(1,3-dihydroisoindole-2-carbonyl)quinazolin-6-yl]-4,5-difluorobenzyl 2-tert-butoxycarbonylaminoethyl carboxylate), CCCCCCC (n-heptane). Solvent: ClCCl (dichloromethane). Conditions: temperature 25 celsius, time 2 hour. The product is NCCC(=O)OCC1=C(C=C(C(=C1)F)F)C=1C=C2C(=NC(=NC2=CC1)N)C(=O)N1CC2=CC=CC=C2C1 (2-[2-Amino-4-(1,3-dihydroisoindole-2-carbonyl)quinazolin-6-yl]-4,5-difluorobenzyl 2-aminoethyl carboxylate). Reaction SMILES: FC(F)(F)C(O)=O.C(OC([NH:15][CH2:16][CH2:17][C:18]([O:20][CH2:21][C:22]1[CH:27]=[C:26]([F:28])[C:25]([F:29])=[CH:24][C:23]=1[C:30]1[CH:31]=[C:32]2[C:37](=[CH:38][CH:39]=1)[N:36]=[C:35]([NH2:40])[N:34]=[C:33]2[C:41]([N:43]1[CH2:51][C:50]2[C:45](=[CH:46][CH:47]=[CH:48][CH:49]=2)[CH2:44]1)=[O:42])=[O:19])=O)(C)(C)C.CCCCCCC>ClCCl>[NH2:15][CH2:16][CH2:17][C:18]([O:20][CH2:21][C:22]1[CH:27]=[C:26]([F:28])[C:25]([F:29])=[CH:24][C:23]=1[C:30]1[CH:31]=[C:32]2[C:37](=[CH:38][CH:39]=1)[N:36]=[C:35]([NH2:40])[N:34]=[C:33]2[C:41]([N:43]1[CH2:44][C:45]2[C:50](=[CH:49][CH:48]=[CH:47][CH:46]=2)[CH2:51]1)=[O:42])=[O:19]. Reported procedure: 2 ml of trifluoroacetic acid are added to 371 mg of 2-[2-amino-4-(1,3-dihydroisoindole-2-carbonyl)quinazolin-6-yl]-4,5-difluorobenzyl 2-tert-butoxycarbonylaminoethyl carboxylate in 4 ml of dichloromethane with ice-cooling. The mixture is subsequently stirred at 25° C. for a further 2 h, 5 ml of n-heptane are added, and the mixture is evaporated to dryness in vacuo. The residue is dissolved in 500 μl of dimethyl sulfoxide and purified by chromatography (reversed phase). The reactants are CC1(CCC=2N(C3=CC=CC=C3C2C)C1=O)CC=1N=CN(C1C)C(C1=CC=CC=C1)(C1=CC=CC=C1)C1=CC=CC=C1 (8,9-dihydro-7,10-dimethyl-7-[(5-methyl-1-trityl-1H-imidazol-4-yl)methyl]pyrido[1,2-a]indol-6(7H)-one), [OH-].[Na+] (sodium hydroxide), C(C)O (ethanol). The solvent is O1CCOCC1 (dioxane). Conditions: temperature 90 celsius. Yields the product CC(C(=O)O)(CCC=1NC2=CC=CC=C2C1C)CC=1N=CN(C1C)C(C1=CC=CC=C1)(C1=CC=CC=C1)C1=CC=CC=C1 (2-methyl-4-(3-methylindol-2-yl)-2-[(5-methyl-1-trityl-1H-imidazol-4-yl)methyl]butyric acid). Reaction SMILES: [CH3:1][C:2]1([CH2:17][C:18]2[N:19]=[CH:20][N:21]([C:24]([C:37]3[CH:42]=[CH:41][CH:40]=[CH:39][CH:38]=3)([C:31]3[CH:36]=[CH:35][CH:34]=[CH:33][CH:32]=3)[C:25]3[CH:30]=[CH:29][CH:28]=[CH:27][CH:26]=3)[C:22]=2[CH3:23])[C:15](=[O:16])[N:6]2[C:7]3[C:12]([C:13]([CH3:14])=[C:5]2[CH2:4][CH2:3]1)=[CH:11][CH:10]=[CH:9][CH:8]=3.[OH-].[Na+].C([OH:47])C>O1CCOCC1>[CH3:1][C:2]([CH2:17][C:18]1[N:19]=[CH:20][N:21]([C:24]([C:25]2[CH:26]=[CH:27][CH:28]=[CH:29][CH:30]=2)([C:31]2[CH:36]=[CH:35][CH:34]=[CH:33][CH:32]=2)[C:37]2[CH:42]=[CH:41][CH:40]=[CH:39][CH:38]=2)[C:22]=1[CH3:23])([CH2:3][CH2:4][C:5]1[NH:6][C:7]2[C:12]([C:13]=1[CH3:14])=[CH:11][CH:10]=[CH:9][CH:8]=2)[C:15]([OH:47])=[O:16] |f:1.2|. Procedure: A mixture of 8,9-dihydro-7,10-dimethyl-7-[(5-methyl-1-trityl-1H-imidazol-4-yl)methyl]pyrido[1,2-a]indol-6(7H)-one (3.78 g), aqueous 3N sodium hydroxide solution (10 ml), ethanol (10 ml) and dioxane (5 ml) was heated at 90° C. for 30 hours. After evaporation of the solvent, the residue was diluted with water, neutralized with aqueous oxalic acid solution, and extracted three times with chloroform. The chloroform layer was washed with water and brine, dried over anhydrous sodium sulfate, and evapo... Reactants: COc1ccc(O)cc1C(C)(C)C, CC(=O)Cl, Cc1ccccc1, ClCCl, c1ccncc1. The product is COc1cc(C(C)=O)c(O)cc1C(C)(C)C. Reaction SMILES: [C:1]([CH3:2])([CH3:3])([CH3:4])[c:5]1[cH:6][c:7]([OH:13])[cH:8][cH:9][c:10]1[O:11][CH3:12].[CH3:20][C:21]([Cl:22])=[O:23].[CH3:27][c:28]1[cH:29][cH:30][cH:31][cH:32][cH:33]1.[Cl:24][CH2:25][Cl:26].[cH:14]1[cH:15][cH:16][n:17][cH:18][cH:19]1>>[C:1]([CH3:2])([CH3:3])([CH3:4])[c:5]1[cH:6][c:7]([OH:13])[c:8]([C:21]([CH3:20])=[O:23])[cH:9][c:10]1[O:11][CH3:12].